Dataset: the Open Reaction Database (ORD), a public repository of structured organic reaction records. Task: describe an organic reaction: reactants, conditions, products, and yield The reactants are BrCc1ccccc1, COC1OC(CO)C2OC12, [H-], [Na+], C1COCCO1. Product: COC1OC(COCc2ccccc2)C2OC12. RXN SMILES: [CH2:13]([c:14]1[cH:15][cH:16][cH:17][cH:18][cH:19]1)[Br:20].[CH3:1][O:2][CH:3]1[O:4][CH:5]([CH2:9][OH:10])[CH:6]2[O:7][CH:8]12.[H-:12].[Na+:11].[O:21]1[CH2:22][CH2:23][O:24][CH2:25][CH2:26]1>>[CH3:1][O:2][CH:3]1[O:4][CH:5]([CH2:9][O:10][CH2:13][c:14]2[cH:15][cH:16][cH:17][cH:18][cH:19]2)[CH:6]2[O:7][CH:8]12. Reactants: NC1=CC2=C(CCN(CC2)C[C@@H](C)O)C=C1OC ((R)-1-(7-Amino-8-methoxy-1,2,4,5-tetrahydro-3-benzazepin-3-yl)-propan-2-ol), C(C)(C)(C)[Si](O[C@H]1CN(CC1)S(=O)(=O)C1=C(C=CC=C1)NC1=NC(=NC=C1Cl)Cl)(C)C ({2-[(R)-3-(tert-Butyl-dimethyl-silanyloxy)-pyrrolidine-1-sulfonyl]-phenyl}-(2,5-dichloro-pyrimidin-4-yl)-amine). Product: ClC=1C(=NC(=NC1)NC1=CC2=C(CCN(CC2)C[C@@H](C)O)C=C1OC)NC1=C(C=CC=C1)S(=O)(=O)N1C[C@@H](CC1)O ((R)-1-(2-{5-Chloro-2-[3-((R)-2-hydroxy-propyl)-8-methoxy-2,3,4,5-tetrahydro-1H-3-benzazepin-7-ylamino]-pyrimidin-4-ylamino}-benzenesulfonyl)-pyrrolidin-3-ol). The yield is 29.0%. As a reaction SMILES: [NH2:1][C:2]1[C:16]([O:17][CH3:18])=[CH:15][C:5]2[CH2:6][CH2:7][N:8]([CH2:11][C@H:12]([OH:14])[CH3:13])[CH2:9][CH2:10][C:4]=2[CH:3]=1.C([Si](C)(C)[O:24][C@@H:25]1[CH2:29][CH2:28][N:27]([S:30]([C:33]2[CH:38]=[CH:37][CH:36]=[CH:35][C:34]=2[NH:39][C:40]2[C:45]([Cl:46])=[CH:44][N:43]=[C:42](Cl)[N:41]=2)(=[O:32])=[O:31])[CH2:26]1)(C)(C)C>>[Cl:46][C:45]1[C:40]([NH:39][C:34]2[CH:35]=[CH:36][CH:37]=[CH:38][C:33]=2[S:30]([N:27]2[CH2:28][CH2:29][C@@H:25]([OH:24])[CH2:26]2)(=[O:31])=[O:32])=[N:41][C:42]([NH:1][C:2]2[C:16]([O:17][CH3:18])=[CH:15][C:5]3[CH2:6][CH2:7][N:8]([CH2:11][C@H:12]([OH:14])[CH3:13])[CH2:9][CH2:10][C:4]=3[CH:3]=2)=[N:43][CH:44]=1. Procedure: In an analogous manner to Example 1534, the product was prepared from (R)-1-(7-Amino-8-methoxy-1,2,4,5-tetrahydro-3-benzazepin-3-yl)-propan-2-ol and {2-[(R)-3-(tert-Butyl-dimethyl-silanyloxy)-pyrrolidine-1-sulfonyl]-phenyl}-(2,5-dichloro-pyrimidin-4-yl)-amine. The product was isolated as a white solid (35 mg, 29%). mp: 197-199° C., MS (ESI+): 603 (M+H), 1H-NMR (CDCl3, 400 MHz) δ 9.33 (s, 1H), 8.48 (d, J=8 Hz, 1H), 8.16 (s, 1H), 8.01 (s, 1H), 7.96 (d, J=8 Hz, 1H), 7.58-7.52 (m, 2H), 7.25 (t, J=8 ... Starting materials: C(C)(C)N(C(C(C1=CC=C(C=C1)Cl)Cl)=O)C(C)C (α-chloro-α-(4-chlorophenyl)-acetic acid-diisopropyl amide), N1C=NC=C1 (imidazole), [H-].[Na+] (sodium hydride). The solvent is CN(C=O)C (dimethylformamide), CN(C=O)C (dimethylformamide), CN(C=O)C (dimethylformamide). The product is C(C)(C)N(C(C(N1C=NC=C1)C1=CC=C(C=C1)Cl)=O)C(C)C (α-(4-chlorophenyl)-α-imidazol-1-yl-acetic acid-diisopropyl amide). Reaction SMILES: [NH:1]1[CH:5]=[CH:4][N:3]=[CH:2]1.[H-].[Na+].[CH:8]([N:11]([CH:23]([CH3:25])[CH3:24])[C:12](=[O:22])[CH:13](Cl)[C:14]1[CH:19]=[CH:18][C:17]([Cl:20])=[CH:16][CH:15]=1)([CH3:10])[CH3:9]>CN(C)C=O>[CH:23]([N:11]([CH:8]([CH3:10])[CH3:9])[C:12](=[O:22])[CH:13]([C:14]1[CH:15]=[CH:16][C:17]([Cl:20])=[CH:18][CH:19]=1)[N:1]1[CH:5]=[CH:4][N:3]=[CH:2]1)([CH3:24])[CH3:25] |f:1.2|. Reported procedure: While stirring, a solution of 4.5 g of imidazole in 30 ml of dimethylformamide is dripped into a suspension of 1.3 g of sodium hydride in 30 ml of dimethylformamide. When no more gas evolves, a solution of 13.6 g of α-chloro-α-(4-chlorophenyl)-acetic acid-diisopropyl amide (see d)) in 100 ml of dimethylformamide is dripped in and the mixture is stirred overnight at room temperature. The oil which remains after the solvent has been evaporated off is taken up in 100 ml of dichloromethane and shake...